From a dataset of the Open Reaction Database (ORD), a public repository of structured organic reaction records. describe an organic reaction: reactants, conditions, products, and yield Starting materials: C(C(=O)OCC)(=O)OCC (diethyl oxalate), O.NN (Hydrazine hydrate). Solvent: C(C)O (ethanol). Conditions: temperature 80 celsius, time 3 hour. Product: N(N)C(C(=O)OCC)=O (Ethyl 2-hydrazinyl-2-oxoacetate). Yield: 88.5%. Reaction SMILES: [C:1]([O:8]CC)(=O)[C:2]([O:4][CH2:5][CH3:6])=[O:3].O.[NH2:12][NH2:13]>C(O)C>[NH:12]([C:1](=[O:8])[C:2]([O:4][CH2:5][CH3:6])=[O:3])[NH2:13] |f:1.2|. Procedure details: To a round-bottom flask was added a solution of diethyl oxalate (10.0 g, 68.4 mmol, 1.00 equiv) in ethanol (100 mL). Hydrazine hydrate (2.75 g, 85.8 mmol, 1.00 equiv) was added and the resulting mixture was stirred for 3 h at 80° C. After cooling to ambient temperature, the solids were removed via filtration and the filtrate was concentrated in vacuo to yield 8.00 g (80%) of the title compound as a colorless oil. The reactants are CCCCC=CC=CCO, ClC(Cl)Cl. The product is CCCCC=CC=CC=O. RXN SMILES: [CH2:1]([CH:2]=[CH:3][CH:4]=[CH:5][CH2:6][CH2:7][CH2:8][CH3:9])[OH:10].[CH:11]([Cl:12])([Cl:13])[Cl:14]>>[CH:1]([CH:2]=[CH:3][CH:4]=[CH:5][CH2:6][CH2:7][CH2:8][CH3:9])=[O:10]. The reactants are C(C1=CC=CC=C1)N(C1C=2N(CCN(C1)CC)C(C(=C(N2)C(=O)OC)O)=O)C (Methyl 10-[benzyl(methyl)amino]-8-ethyl-3-hydroxy-4-oxo-4,6,7,8,9,10-hexahydropyrimido[1,2-d][1,4]diazepine-2-carboxylate), Cl (HCl). The reagents and catalysts are [Pd] (Pd/C). The solvent is CO (MeOH). Product: C(C)N1CCN2C(C(C1)NC)=NC(=C(C2=O)O)C(=O)OC (methyl 8-ethyl-3-hydroxy-10-(methylamino)-4-oxo-4,6,7,8,9,10-hexahydropyrimido[1,2-d][1,4]diazepine-2-carboxylate). RXN SMILES: [CH2:1]([N:8](C)[CH:9]1[CH2:15][N:14]([CH2:16][CH3:17])[CH2:13][CH2:12][N:11]2[C:18](=[O:27])[C:19]([OH:26])=[C:20]([C:22]([O:24][CH3:25])=[O:23])[N:21]=[C:10]12)C1C=CC=CC=1.Cl>CO.[Pd]>[CH2:16]([N:14]1[CH2:15][CH:9]([NH:8][CH3:1])[C:10]2=[N:21][C:20]([C:22]([O:24][CH3:25])=[O:23])=[C:19]([OH:26])[C:18](=[O:27])[N:11]2[CH2:12][CH2:13]1)[CH3:17]. Reported procedure: The compound of Step 1 was dissolved in MeOH and 6 N HCl (2.5 eq.) and stirred overnight under an H2 atmosphere in the presence of 10% Pd/C. The catalyst was then filtered off through celite, and the filtrate was concentrated under reduced pressure and triturated with diethyl ether to yield methyl 8-ethyl-3-hydroxy-10-(methylamino)-4-oxo-4,6,7,8,9,10-hexahydropyrimido[1,2-d][1,4]diazepine-2-carboxylate. MS (ES) C13H20N4O4 requires 296. Found: 297 (M+H+). The latter compound was taken in dichloro... Reactants: Clc1ccc2c(N3CCNCC3)ccnc2c1, CONC(=S)Nc1ccc(F)cc1, [O-][I+3]([O-])([O-])[O-], [Na+], O. Product: CON=C(Nc1ccc(F)cc1)N1CCN(c2ccnc3cc(Cl)ccc23)CC1. RXN SMILES: [Cl:1][c:2]1[cH:3][cH:4][c:5]2[c:6]([N:12]3[CH2:13][CH2:14][NH:15][CH2:16][CH2:17]3)[cH:7][cH:8][n:9][c:10]2[cH:11]1.[F:18][c:19]1[cH:20][cH:21][c:22]([NH:25][C:26](=[S:27])[NH:28][O:29][CH3:30])[cH:23][cH:24]1.[I+3:31]([O-:32])([O-:33])([O-:34])[O-:35].[Na+:36].[OH2:37]>>[Cl:1][c:2]1[cH:3][cH:4][c:5]2[c:6]([N:12]3[CH2:13][CH2:14][N:15]([C:26]([NH:25][c:22]4[cH:21][cH:20][c:19]([F:18])[cH:24][cH:23]4)=[N:28][O:29][CH3:30])[CH2:16][CH2:17]3)[cH:7][cH:8][n:9][c:10]2[cH:11]1. The reactants are C(C)(=O)C=1C=CC(=NC1)OC (5-acetyl-2-methoxypyridine), FC=1C=C(C=O)C=C(C1)F (3,5-difluorobenzaldehyde), [OH-].[K+] (potassium hydroxide). The product is FC=1C=C(C=C(C1)F)/C=C/C(=O)C=1C=NC(=CC1)OC ((E)-3-(3,5-Difluorophenyl)-1-(6-methoxypyridin-3-yl)prop-2-en-1-one). Reaction SMILES: [C:1]([C:4]1[CH:5]=[CH:6][C:7]([O:10][CH3:11])=[N:8][CH:9]=1)(=[O:3])[CH3:2].[F:12][C:13]1[CH:14]=[C:15]([CH:18]=[C:19]([F:21])[CH:20]=1)[CH:16]=O.[OH-].[K+]>>[F:12][C:13]1[CH:14]=[C:15](/[CH:16]=[CH:2]/[C:1]([C:4]2[CH:9]=[N:8][C:7]([O:10][CH3:11])=[CH:6][CH:5]=2)=[O:3])[CH:18]=[C:19]([F:21])[CH:20]=1 |f:2.3|. Reported procedure: In analogy to example 170, step 1, 5-acetyl-2-methoxypyridine was reacted with 3,5-difluorobenzaldehyde in the presence of potassium hydroxide to give the title compound as a colourless solid. MS (ESI+): m/z=276.2 [M+H]+. Starting materials: C1(CCCCCCC1)C=CC(CC(=O)OC)=O (methyl 5-cyclooctyl-3-oxo-4-pentenoate), N,N-dimethylformamidodimethylacetal, ClC=1C(C(=C(C(C1Cl)=O)Cl)Cl)=O (2,3,5,6-tetrachloro-p-benzoquinone), OC1=CC(=C(N)C=C1)C (4-hydroxy-2-methylaniline). The solvent is C1=CC=CC=C1 (benzene), O1CCOCC1 (dioxane), CN(C=O)C (N,N-dimethylformamide). Product: C1(CCCCCCC1)C=1N(C=C(C(=O)O)C(C1)=O)C1=C(C=C(C=C1)O)C (6-cyclooctyl-1-(4-hydroxy-2-methylphenyl)-4-oxo-1,4-dihydronicotinic acid). The yield is 48.4%. RXN SMILES: [CH:1]1([CH:9]=[CH:10][C:11](=[O:17])[CH2:12][C:13]([O:15]C)=[O:14])[CH2:8][CH2:7][CH2:6][CH2:5][CH2:4][CH2:3][CH2:2]1.[OH:18][C:19]1[CH:25]=[CH:24][C:22]([NH2:23])=[C:21]([CH3:26])[CH:20]=1.Cl[C:28]1C(=O)C(Cl)=C(Cl)C(=O)C=1Cl>C1C=CC=CC=1.CN(C)C=O.O1CCOCC1>[CH:1]1([C:9]2[N:23]([C:22]3[CH:24]=[CH:25][C:19]([OH:18])=[CH:20][C:21]=3[CH3:26])[CH:28]=[C:12]([C:11](=[O:17])[CH:10]=2)[C:13]([OH:15])=[O:14])[CH2:8][CH2:7][CH2:6][CH2:5][CH2:4][CH2:3][CH2:2]1. Procedure: In 5 ml of benzene was dissolved 0.3 g of methyl 5-cyclooctyl-3-oxo-4-pentenoate, and 0.3 g of N,N-dimethylformamidodimethylacetal was added thereto. They were reacted at 70° C. for one hour. Then, the reaction mixture was cooled to room temperature, and 0.27 g of 4-hydroxy-2-methylaniline was added thereto. The resulting mixture was subjected to reaction at room temperature for 2 hours. After completion of this reaction, the solvent was removed by distillation under reduced pressure, and the re... Starting materials: C1CCOC1, CCOCC, CCOC(C)=O, Cl, Oc1ccc(F)cc1, CCOC(=O)N=NC(=O)OCC, OCC1CCC2CN(c3ncc(F)cn3)CCN2C1, c1ccc(P(c2ccccc2)c2ccccc2)cc1. Product: Fc1ccc(OCC2CCC3CN(c4ncc(F)cn4)CCN3C2)cc1. Reaction SMILES: [CH2:60]1[O:61][CH2:62][CH2:63][CH2:64]1.[CH2:71]([O:72][CH2:73][CH3:74])[CH3:75].[CH3:65][CH2:66][O:67][C:68](=[O:69])[CH3:70].[ClH:59].[F:20][c:21]1[cH:22][cH:23][c:24]([OH:27])[cH:25][cH:26]1.[O:47]=[C:48]([O:49][CH2:50][CH3:51])[N:52]=[N:53][C:54]([O:55][CH2:56][CH3:57])=[O:58].[OH:1][CH2:2][CH:3]1[CH2:4][CH2:5][CH:6]2[N:7]([CH2:8][CH2:9][N:10]([c:12]3[n:13][cH:14][c:15]([F:18])[cH:16][n:17]3)[CH2:11]2)[CH2:19]1.[c:28]1([P:29]([c:30]2[cH:31][cH:32][cH:33][cH:34][cH:35]2)[c:36]2[cH:37][cH:38][cH:39][cH:40][cH:41]2)[cH:42][cH:43][cH:44][cH:45][cH:46]1>>[O:1]([CH2:2][CH:3]1[CH2:4][CH2:5][CH:6]2[N:7]([CH2:8][CH2:9][N:10]([c:12]3[n:13][cH:14][c:15]([F:18])[cH:16][n:17]3)[CH2:11]2)[CH2:19]1)[c:24]1[cH:23][cH:22][c:21]([F:20])[cH:26][cH:25]1. Starting materials: ( 2 ), C(C)(C)(C)NC1=NC=CC=2C(=CC=CC12)C(=O)NC1=C(C=CC(=C1)C(NC1=CC(=CC=C1)C(F)(F)F)=O)C (1-(t-butylamino)-N-(2-methyl-5-((3-(trifluoromethyl)phenyl)carbamoyl)phenyl)isoquinoline-5-carboxamide), [N+](=O)([O-])C=1C=C(C(=O)O)C=CC1 (3-nitrobenzoic acid). The product is NC1=NC=CC=2C(=CC=CC12)C(=O)NC1=CC(=CC=C1)C(NC1=CC(=CC=C1)C(F)(F)F)=O (1-amino-N-(3-((3-(trifluoromethyl)phenyl)carbamoyl)phenyl)isoquinoline-5-carboxamide). Isolated yield 11.0%. RXN SMILES: C([NH:5][C:6]1[C:15]2[CH:14]=[CH:13][CH:12]=[C:11]([C:16]([NH:18][C:19]3[CH:24]=[C:23]([C:25](=[O:37])[NH:26][C:27]4[CH:32]=[CH:31][CH:30]=[C:29]([C:33]([F:36])([F:35])[F:34])[CH:28]=4)[CH:22]=[CH:21][C:20]=3C)=[O:17])[C:10]=2[CH:9]=[CH:8][N:7]=1)(C)(C)C.[N+](C1C=C(C=CC=1)C(O)=O)([O-])=O>>[NH2:5][C:6]1[C:15]2[CH:14]=[CH:13][CH:12]=[C:11]([C:16]([NH:18][C:19]3[CH:20]=[CH:21][CH:22]=[C:23]([C:25](=[O:37])[NH:26][C:27]4[CH:32]=[CH:31][CH:30]=[C:29]([C:33]([F:35])([F:34])[F:36])[CH:28]=4)[CH:24]=3)=[O:17])[C:10]=2[CH:9]=[CH:8][N:7]=1. Procedure details: The procedures of Steps (1), (2) and (3) of Example 2 and Step (4) of Example 1 were repeated step by step, except for using 3-nitrobenzoic acid instead of benzoic acid in Step (1) of Example 2 to obtain the title compound (10 mg, 11%). Starting materials: CC=Cc1cc2c(c(C(F)(F)F)c1)C(=O)N1CCN(C(=O)OC(C)(C)C)CC21, Cl, O. Product: Cl, CC=Cc1cc2c(c(C(F)(F)F)c1)C(=O)N1CCNCC21. Reaction SMILES: [C:1]([O:2][C:3](=[O:4])[N:8]1[CH2:9][CH:10]2[N:11]([C:12](=[O:26])[c:13]3[c:14]([C:22]([F:23])([F:24])[F:25])[cH:15][c:16]([CH:19]=[CH:20][CH3:21])[cH:17][c:18]32)[CH2:27][CH2:28]1)([CH3:5])([CH3:6])[CH3:7].[ClH:29].[OH2:30]>>[ClH:29].[NH:8]1[CH2:9][CH:10]2[N:11]([C:12](=[O:26])[c:13]3[c:14]([C:22]([F:23])([F:24])[F:25])[cH:15][c:16]([CH:19]=[CH:20][CH3:21])[cH:17][c:18]32)[CH2:27][CH2:28]1. The reactants are Cc1[nH]c2c(N3CCc4ccccc4C3)nc(C(=O)O)cc2c1C, CCN=C=NCCCN(C)C, CN1CCNCC1, CCN(C(C)C)C(C)C, ClCCl, Cl. The product is Cc1[nH]c2c(N3CCc4ccccc4C3)nc(C(=O)N3CCN(C)CC3)cc2c1C. As a reaction SMILES: [CH2:1]1[N:2]([c:11]2[n:12][c:13]([C:22](=[O:23])[OH:24])[cH:14][c:15]3[c:16]2[nH:17][c:18]([CH3:21])[c:19]3[CH3:20])[CH2:3][CH2:4][c:5]2[cH:6][cH:7][cH:8][cH:9][c:10]21.[CH3:26][N:27]([CH3:28])[CH2:29][CH2:30][CH2:31][N:32]=[C:33]=[N:34][CH2:35][CH3:36].[CH3:46][N:47]1[CH2:48][CH2:49][NH:50][CH2:51][CH2:52]1.[CH:37]([N:38]([CH:39]([CH3:40])[CH3:41])[CH2:42][CH3:43])([CH3:44])[CH3:45].[Cl:53][CH2:54][Cl:55].[ClH:25]>>[CH2:1]1[N:2]([c:11]2[n:12][c:13]([C:22](=[O:23])[N:50]3[CH2:49][CH2:48][N:47]([CH3:46])[CH2:52][CH2:51]3)[cH:14][c:15]3[c:16]2[nH:17][c:18]([CH3:21])[c:19]3[CH3:20])[CH2:3][CH2:4][c:5]2[cH:6][cH:7][cH:8][cH:9][c:10]21.